From a dataset of the Open Reaction Database (ORD), a public repository of structured organic reaction records. describe an organic reaction: reactants, conditions, products, and yield Starting materials: [Cl-].[NH4+] (ammonium chloride), FC(C=1C=C(CNC2=NC=C(C=N2)OCCCC(=O)OC(C)(C)C)C=C(C1)C(F)(F)F)(F)F (Tert-butyl 4-[2-(3,5-bis-trifluoromethyl-benzyl-amino)-pyrimidin-5-yloxy]-butyrate), BrC1=C(C=C(C(=C1)OC)OC)CCl (1-bromo-2-chloromethyl-4,5-dimethoxybenzene), [H-].[Na+] (sodium hydride). The solvent is C(C)(=O)OCC (ethyl acetate), CN(C)C=O (DMF). Yields the product FC(C=1C=C(CN(C2=NC=C(C=N2)OCCCC(=O)OC(C)(C)C)CC2=C(C=C(C(=C2)OC)OC)Br)C=C(C1)C(F)(F)F)(F)F (tert-butyl 4-{2-[(3,5-bis-trifluoromethyl-benzyl)-(2-bromo-4,5-dimethoxy-benzyl)-amino]-pyrimidin-5-yloxy}-butyrate). Yield: 78.5%. RXN SMILES: [F:1][C:2]([F:33])([F:32])[C:3]1[CH:4]=[C:5]([CH:25]=[C:26]([C:28]([F:31])([F:30])[F:29])[CH:27]=1)[CH2:6][NH:7][C:8]1[N:13]=[CH:12][C:11]([O:14][CH2:15][CH2:16][CH2:17][C:18]([O:20][C:21]([CH3:24])([CH3:23])[CH3:22])=[O:19])=[CH:10][N:9]=1.[H-].[Na+].[Br:36][C:37]1[CH:42]=[C:41]([O:43][CH3:44])[C:40]([O:45][CH3:46])=[CH:39][C:38]=1[CH2:47]Cl.[Cl-].[NH4+]>CN(C=O)C.C(OCC)(=O)C>[F:33][C:2]([F:1])([F:32])[C:3]1[CH:4]=[C:5]([CH:25]=[C:26]([C:28]([F:29])([F:30])[F:31])[CH:27]=1)[CH2:6][N:7]([CH2:47][C:38]1[CH:39]=[C:40]([O:45][CH3:46])[C:41]([O:43][CH3:44])=[CH:42][C:37]=1[Br:36])[C:8]1[N:9]=[CH:10][C:11]([O:14][CH2:15][CH2:16][CH2:17][C:18]([O:20][C:21]([CH3:24])([CH3:23])[CH3:22])=[O:19])=[CH:12][N:13]=1 |f:1.2,4.5|. Procedure: Tert-butyl 4-[2-(3,5-bis-trifluoromethyl-benzyl-amino)-pyrimidin-5-yloxy]-butyrate (100 mg) is dissolved in DMF (1 ml) and thereto is added sodium hydride (60%) (10.8 mg) under ice-cooling, and the mixture is stirred under ice-cooling for 15 minutes. Thereto is added 1-bromo-2-chloromethyl-4,5-dimethoxybenzene (83.1 mg) and the mixture is stirred under ice-cooling for 1 hour. To the reaction solution are added aqueous ammonium chloride solution and ethyl acetate, and the mixture is separated, an... Starting materials: Cl.NCCS (cysteamine hydrochloride), C1(=CC=CC=C1)C(O)(C1=CC=CC=C1)C1=CC=CC=C1 (triphenylmethanol), B(F)(F)F (BF3). Solvent: C(C)(=O)O (acetic acid). Run at time 1 hour. Product: C1=CC=C(C=C1)C(C2=CC=CC=C2)(C3=CC=CC=C3)SCCN.Cl (Trt-cysteamine hydrochloride). RXN SMILES: [ClH:1].[NH2:2][CH2:3][CH2:4][SH:5].[C:6]1([C:12]([C:20]2[CH:25]=[CH:24][CH:23]=[CH:22][CH:21]=2)([C:14]2[CH:19]=[CH:18][CH:17]=[CH:16][CH:15]=2)O)[CH:11]=[CH:10][CH:9]=[CH:8][CH:7]=1.B(F)(F)F>C(O)(=O)C>[CH:23]1[CH:24]=[CH:25][C:20]([C:12]([S:5][CH2:4][CH2:3][NH2:2])([C:14]2[CH:19]=[CH:18][CH:17]=[CH:16][CH:15]=2)[C:6]2[CH:7]=[CH:8][CH:9]=[CH:10][CH:11]=2)=[CH:21][CH:22]=1.[ClH:1] |f:0.1,5.6|. Procedure details: 1 equivalent of cysteamine hydrochloride and 1 equivalent of triphenylmethanol are dissolved in glacial acetic acid at 60° and treated with stirring with 1.1 equivalents of BF3 etherate. The mixture is stirred for one hour and worked up in the customary manner and Trt-cysteamine hydrochloride (“C”) is obtained. Starting materials: C([O-])([O-])=O.[K+].[K+] (potassium carbonate), CC=1C=C(C=CC1C)CCCNC(CC1=CC(=C(C=C1)OCCBr)OC)=O (N-{3-(3,4-dimethylphenyl)propyl}-4-(2-bromoethoxy)-3-methoxyphenylacetamide), C(CN)N (ethylenediamine). Run in ClCCl (dichloromethane), CS(=O)C (dimethylsulfoxide). Reaction conditions: time 4 hour. The product is CC=1C=C(C=CC1C)CCCNC(CC1=CC(=C(C=C1)OCCNCCN)OC)=O (N-{3-(3,4-dimethylphenyl)propyl}-4-[2-{N-(2-aminoethyl)}aminoethoxy]-3-methoxyphenylacetamide). Yield: 29.9%. As a reaction SMILES: [CH3:1][C:2]1[CH:3]=[C:4]([CH2:9][CH2:10][CH2:11][NH:12][C:13](=[O:27])[CH2:14][C:15]2[CH:20]=[CH:19][C:18]([O:21][CH2:22][CH2:23]Br)=[C:17]([O:25][CH3:26])[CH:16]=2)[CH:5]=[CH:6][C:7]=1[CH3:8].C(=O)([O-])[O-].[K+].[K+].[CH2:34]([NH2:37])[CH2:35][NH2:36]>CS(C)=O.ClCCl>[CH3:1][C:2]1[CH:3]=[C:4]([CH2:9][CH2:10][CH2:11][NH:12][C:13](=[O:27])[CH2:14][C:15]2[CH:20]=[CH:19][C:18]([O:21][CH2:22][CH2:23][NH:36][CH2:35][CH2:34][NH2:37])=[C:17]([O:25][CH3:26])[CH:16]=2)[CH:5]=[CH:6][C:7]=1[CH3:8] |f:1.2.3|. Procedure details: 0.35 g (0.81 mmol) of N-{3-(3,4-dimethylphenyl)propyl}-4-(2-bromoethoxy)-3-methoxyphenylacetamide obtained in step 1 of Example 2 was dissolved in 3 ml of dimethylsulfoxide and 0.56 g (4.02 mmol) of potassium carbonate was added thereto. To this mixture, 0.48 g (8.06 mmol) of ethylenediamine was slowly added at room temperature, followed by stirring at room temperature for 4 hours. The reaction mixture was diluted with 40 ml of dichloromethane, washed with water and acidified with 1N HCl and the... The reactants are CC(C(=O)OCCOC)CC1=CC=C(C=C1)OCC=C (methoxyethyl 2-methyl-3-(4-allyloxyphenyl)propionate), C(C=C)C=1C=C(C=CC1O)CCC(=O)OCC (ethyl 3-(3-allyl-4-hydroxyphenyl)propionate), C(C=C)OC1=CC=C(C=C1)CCC(=O)OCC (ethyl 3-(4-allyloxyphenyl)propionate). The product is CC(C(=O)OCCOC)CC1=CC=C(C=C1)OCC=C (Methoxyethyl 2-methyl-3-(4-allyloxyphenyl)propionate), CC(C(=O)OCCOC)CC1=CC(=C(C=C1)O)CC=C (Methoxyethyl 2-methyl-3-(3-allyl-4-hydroxyphenyl)propionate). As a reaction SMILES: [CH2:1](OC1C=CC(CCC(OCC)=O)=CC=1)[CH:2]=[CH2:3].[CH3:18][CH:19]([CH2:27][C:28]1[CH:33]=[CH:32][C:31]([O:34][CH2:35][CH:36]=[CH2:37])=[CH:30][CH:29]=1)[C:20]([O:22][CH2:23][CH2:24][O:25][CH3:26])=[O:21].C(C1C=C(CCC(OCC)=O)C=CC=1O)C=C>>[CH3:18][CH:19]([CH2:27][C:28]1[CH:29]=[CH:30][C:31]([O:34][CH2:35][CH:36]=[CH2:37])=[CH:32][CH:33]=1)[C:20]([O:22][CH2:23][CH2:24][O:25][CH3:26])=[O:21].[CH3:18][CH:19]([CH2:27][C:28]1[CH:29]=[CH:30][C:31]([OH:34])=[C:32]([CH2:3][CH:2]=[CH2:1])[CH:33]=1)[C:20]([O:22][CH2:23][CH2:24][O:25][CH3:26])=[O:21]. Reported procedure: Methoxyethyl 2-methyl-3-(4-allyloxyphenyl)propionate was prepared using the procedure used to prepare ethyl 3-(4-allyloxyphenyl)propionate (see Example 1). Methoxyethyl 2-methyl-3-(3-allyl-4-hydroxyphenyl)propionate was prepared from methoxyethyl 2-methyl-3-(4-allyloxyphenyl)propionate using the method described in Example 1 for the preparation of ethyl 3-(3-allyl-4-hydroxyphenyl)propionate. The product was isolated as a yellow oil; microanalysis; found: C, 69.0 H, 7.70%; C16H22O4 requires C, 69...